From a dataset of the Open Reaction Database (ORD), a public repository of structured organic reaction records. describe an organic reaction: reactants, conditions, products, and yield The reactants are C1CCNCC1, Cc1nn(C)c2c1N(C(=O)CCl)c1ccccc1NC2=O, C1COCCO1. The product is Cc1nn(C)c2c1N(C(=O)CN1CCCCC1)c1ccccc1NC2=O. As a reaction SMILES: [CH2:22]1[CH2:23][CH2:24][NH:25][CH2:26][CH2:27]1.[Cl:1][CH2:2][C:3](=[O:4])[N:5]1[c:6]2[c:7]([n:17]([CH3:21])[n:18][c:19]2[CH3:20])[C:8](=[O:16])[NH:9][c:10]2[c:11]1[cH:12][cH:13][cH:14][cH:15]2.[O:28]1[CH2:29][CH2:30][O:31][CH2:32][CH2:33]1>>[CH2:2]([C:3](=[O:4])[N:5]1[c:6]2[c:7]([n:17]([CH3:21])[n:18][c:19]2[CH3:20])[C:8](=[O:16])[NH:9][c:10]2[c:11]1[cH:12][cH:13][cH:14][cH:15]2)[N:25]1[CH2:24][CH2:23][CH2:22][CH2:27][CH2:26]1. Reactants: BrC=1C(=NC=NC1N1CCC(CC1)C=1N(C=C(N1)C1=CC(=C(C=C1)F)C(F)(F)F)C)N (5-Bromo-6-{4-[4-(4-fluoro-3-trifluoromethyl-phenyl)-1-methyl-1H-imidazol-2-yl]-piperidin-1-yl}-pyrimidin-4-ylamine), FC1=C(C=C(C=C1)C=1N=C(N(C1)CCN1CCCCC1)C1CCNCC1)C(F)(F)F (1-(2-(4-(4-fluoro-3-(trifluoromethyl)phenyl)-2-(piperidin-4-yl)-1H-imidazol-1-yl)ethyl)piperidine). The product is BrC=1C(=NC=NC1N1CCC(CC1)C=1N(C=C(N1)C1=CC(=C(C=C1)F)C(F)(F)F)CCN1CCCCC1)N (5-Bromo-6-{4-[4-(4-fluoro-3-trifluoromethyl-phenyl)-1-(2-piperidin-1-yl-ethyl)-1H-imidazol-2-yl]-piperidin-1-yl}-pyrimidin-4-ylamine). As a reaction SMILES: [Br:1][C:2]1[C:3]([NH2:31])=[N:4][CH:5]=[N:6][C:7]=1[N:8]1[CH2:13][CH2:12][CH:11]([C:14]2[N:15]([CH3:30])[CH:16]=[C:17]([C:19]3[CH:24]=[CH:23][C:22]([F:25])=[C:21]([C:26]([F:29])([F:28])[F:27])[CH:20]=3)[N:18]=2)[CH2:10][CH2:9]1.FC1C=CC(C2N=C(C3CCNCC3)N(C[CH2:45][N:46]3[CH2:51][CH2:50][CH2:49][CH2:48][CH2:47]3)C=2)=CC=1C(F)(F)F>>[Br:1][C:2]1[C:3]([NH2:31])=[N:4][CH:5]=[N:6][C:7]=1[N:8]1[CH2:13][CH2:12][CH:11]([C:14]2[N:15]([CH2:30][CH2:45][N:46]3[CH2:51][CH2:50][CH2:49][CH2:48][CH2:47]3)[CH:16]=[C:17]([C:19]3[CH:24]=[CH:23][C:22]([F:25])=[C:21]([C:26]([F:28])([F:29])[F:27])[CH:20]=3)[N:18]=2)[CH2:10][CH2:9]1. Procedure details: The title compound was prepared in an analogous manner as 5-Bromo-6-{4-[4-(4-fluoro-3-trifluoromethyl-phenyl)-1-methyl-1H-imidazol-2-yl]-piperidin-1-yl}-pyrimidin-4-ylamine using 1-(2-(4-(4-fluoro-3-(trifluoromethyl)phenyl)-2-(piperidin-4-yl)-1H-imidazol-1-yl)ethyl)piperidine instead of 4-[4-(4-fluoro-3-trifluoromethyl-phenyl)-1-methyl-1h-imidazol-2-yl]-piperidine. LC-MS: (M+1=596, obsd.=596).